Dataset: the Open Reaction Database (ORD), a public repository of structured organic reaction records. Task: describe an organic reaction: reactants, conditions, products, and yield The reactants are C(Cl)Cl.CO (CH2Cl2 MeOH), C(#N)CNC(=O)C1(C(CCCC1)C(=O)OCC1C2=CC=CC=C2C2=CC=CC=C12)N (FMOC-1-amino-cyclohexanecarboxylic acid cyanomethyl-amide), O (water), N1CCCCC1 (piperidine). The solvent is CN(C)C=O (DMF). Run at time 2 hour. The product is C(#N)CNC(=O)C1(CCCCC1)N (1-Amino-cyclohexanecarboxylic acid cyanomethyl-amide). Reaction SMILES: [C:1]([CH2:3][NH:4][C:5]([C:7]1([NH2:30])[CH2:12][CH2:11][CH2:10][CH2:9][CH:8]1C(OCC1C2C(=CC=CC=2)C2C1=CC=CC=2)=O)=[O:6])#[N:2].N1CCCCC1.O.C(Cl)Cl.CO>CN(C=O)C>[C:1]([CH2:3][NH:4][C:5]([C:7]1([NH2:30])[CH2:12][CH2:11][CH2:10][CH2:9][CH2:8]1)=[O:6])#[N:2] |f:3.4|. Reported procedure: FMOC-1-amino-cyclohexanecarboxylic acid cyanomethyl-amide (248 mmol) is dissolved in DMF (200 ml), piperidine (248 mmol) is added and the mixture is stirred at RT for 2 hours. The reaction mixture is poured into water (3000 ml) and stirred for 30 minutes. The suspension is filtered and the filtrate is acidified with HCl 4N and than extracted with ethyl acetate. NaOH 1N is added to make the water phase basic and the mixture is extracted three times with ethyl acetate. The organic fractions are dr... Reactants: COC(CCCCCCCCC(C)=O)=O (10-Oxo-undecanoic methyl ester), NC1=NC=CC=C1C=O (2-amino-3-formylpyridine), N1[C@H](C(=O)O)CCC1 (proline). The solvent is C(C)O (ethanol). Product: COC(CCCCCCCCC1=NC2=NC=CC=C2C=C1)=O (9-([1,8]Naphthyridin-2-yl)-nonanoic acid methyl ester). Reaction SMILES: [CH3:1][O:2][C:3](=[O:15])[CH2:4][CH2:5][CH2:6][CH2:7][CH2:8][CH2:9][CH2:10][CH2:11][C:12](=O)[CH3:13].[NH2:16][C:17]1[C:22]([CH:23]=O)=[CH:21][CH:20]=[CH:19][N:18]=1.N1CCC[C@H]1C(O)=O>C(O)C>[CH3:1][O:2][C:3](=[O:15])[CH2:4][CH2:5][CH2:6][CH2:7][CH2:8][CH2:9][CH2:10][CH2:11][C:12]1[CH:13]=[CH:23][C:22]2[C:17](=[N:18][CH:19]=[CH:20][CH:21]=2)[N:16]=1. Reported procedure: A mixture of 13-2 (9.2 g, 43 mmol), 1-3 (5.3 g, 43 mmol), proline (2.5 g, 22 mmol), and ethanol (215 mL) was heated to reflux for 20 h. The cooled reaction mixture was concentrated and the residue purified by flash chromatography (silica, EtOAc) to give 13-3 as a yellow oil. Reactants: CNC1=C(C=CC=C1)N (N-methyl-phenylenediamine), ClCC(=O)O (chloroacetic acid). Run in Cl (hydrochloric acid), O (water), C([O-])(O)=O.[Na+] (sodium bicarbonate). Run at temperature 55 celsius, time 8 hour. Yields the product ClCC1=NC2=C(N1C)C=CC=C2 (2-chloromethyl-1-methyl-1H-benzoimidazole). The yield is 87.8%. RXN SMILES: [CH3:1][NH:2][C:3]1[CH:8]=[CH:7][CH:6]=[CH:5][C:4]=1[NH2:9].[Cl:10][CH2:11][C:12](O)=O>Cl.O.C(=O)(O)[O-].[Na+]>[Cl:10][CH2:11][C:12]1[N:2]([CH3:1])[C:3]2[CH:8]=[CH:7][CH:6]=[CH:5][C:4]=2[N:9]=1 |f:4.5|. Reported procedure: N-methyl-phenylenediamine (1 g, 8.2 mmol) and chloroacetic acid (0.9 g, 9.4 mol) were dissolved in 5 N aqueous hydrochloric acid (10 mL) and stirred at 55° C. overnight. The reaction mixture was then diluted with water and basified with solid sodium bicarbonate to give a precipitate which was filtered, washed with water and dried to provide the desired compound (1.3 g, 87%). The reactants are CCOC(=C1C(=O)Nc2ccc([N+](=O)[O-])cc21)c1ccccc1, CC1CCN(Cc2ccc(N)cc2)CC1, CN(C)C=O. Product: CC1CCN(Cc2ccc(NC(=C3C(=O)Nc4ccc([N+](=O)[O-])cc43)c3ccccc3)cc2)CC1. Reaction SMILES: [CH2:1]([O:2][C:4]([c:5]1[cH:6][cH:7][cH:8][cH:9][cH:10]1)=[C:11]1[C:12](=[O:23])[NH:13][c:14]2[cH:15][cH:16][c:17]([N+:20](=[O:21])[O-:22])[cH:18][c:19]21)[CH3:3].[CH3:24][CH:25]1[CH2:26][CH2:27][N:28]([CH2:31][c:32]2[cH:33][cH:34][c:35]([NH2:36])[cH:37][cH:38]2)[CH2:29][CH2:30]1.[O:39]=[CH:40][N:41]([CH3:42])[CH3:43]>>[C:4]([c:5]1[cH:6][cH:7][cH:8][cH:9][cH:10]1)(=[C:11]1[C:12](=[O:23])[NH:13][c:14]2[cH:15][cH:16][c:17]([N+:20](=[O:21])[O-:22])[cH:18][c:19]21)[NH:36][c:35]1[cH:34][cH:33][c:32]([CH2:31][N:28]2[CH2:27][CH2:26][CH:25]([CH3:24])[CH2:30][CH2:29]2)[cH:38][cH:37]1. As a reaction SMILES: C([N:8]1[CH2:15][CH2:14][CH:13]2[CH:9]1[CH:10]([CH3:16])[NH:11][CH2:12]2)C1C=CC=CC=1>C(O)C.[Pd]>[CH3:16][CH:10]1[CH:9]2[CH:13]([CH2:14][CH2:15][NH:8]2)[CH2:12][NH:11]1. The reactants are C(C1=CC=CC=C1)N1C2C(NCC2CC1)C (2-benzyl-8-methyl-2,7-diazabicyclo[3.3.0]octane). The reagents and catalysts are [Pd] (palladium). The solvent is C(C)O (ethanol). Procedure: 7.8 g (36 mmol) of 2-benzyl-8-methyl-2,7-diazabicyclo[3.3.0]octane in 200 ml of ethanol are hydrogenated at 100° C. and 100 bar on 2 g of palladium-active carbon (10% Pd). The catalyst is filtered off with suction, the filtrate is concentrated and the residue is distilled. The distillate crystallizes. Product: CC1NCC2CCNC12 (8-Methyl-2,7-diazabicyclo[3.3.0]octane). Reactants: N1CCC(CC1)=O (piperid-4-one), C(CC)N=C=O (n-propyl isocyanate). The product is C(CC)NC(=O)N1CCC(CC1)=O (1-Propylaminocarbonylpiperid-4-one). As a reaction SMILES: [NH:1]1[CH2:6][CH2:5][C:4](=[O:7])[CH2:3][CH2:2]1.[CH2:8]([N:11]=[C:12]=[O:13])[CH2:9][CH3:10]>>[CH2:8]([NH:11][C:12]([N:1]1[CH2:6][CH2:5][C:4](=[O:7])[CH2:3][CH2:2]1)=[O:13])[CH2:9][CH3:10]. Reported procedure: To piperid-4-one (11.8 g) was added n-propyl isocyanate in small portions at room temperature with stirring. After stirring 48 hr the solvent was removed in vacuo, and the residue was treated with diethyl ether, yielding (D.31) (19.1 g, 86%) as a pale yellow oil. Starting materials: ClCCCC(=O)C1=CC=C(C=C1)C (4-chloro-4'-methylbutyrophenone), CC=1NC=CN1 (2-methylimidazole). Product: CC1=NC=C2N1CCC=C2C2=CC=C(C=C2)C (5,6-Dihydro-3-methyl-8-(4-methylphenyl)imidazo[1,5-a]-pyridine). Reaction SMILES: Cl[CH2:2][CH2:3][CH2:4][C:5]([C:7]1[CH:12]=[CH:11][C:10]([CH3:13])=[CH:9][CH:8]=1)=O.[CH3:14][C:15]1[NH:16][CH:17]=[CH:18][N:19]=1>>[CH3:14][C:15]1[N:19]2[CH2:2][CH2:3][CH:4]=[C:5]([C:7]3[CH:12]=[CH:11][C:10]([CH3:13])=[CH:9][CH:8]=3)[C:18]2=[CH:17][N:16]=1. Procedure: Combine 50 g (0.25 mol) of 4-chloro-4'-methylbutyrophenone with 124 g (1.5 mol) of 2-methylimidazole and heat to 175° C. for 70 hr. Crystallize from ether to provide the title compound.